From a dataset of the Open Reaction Database (ORD), a public repository of structured organic reaction records. describe an organic reaction: reactants, conditions, products, and yield Reactants: E9, FC=1C=C(C=CC1F)CO ((3,4-difluorophenyl)methanol), ClC=1C=C2N(C(N1)=O)CCN2C2CC2 (7-chloro-1-cyclopropyl-2,3-dihydroimidazo[1,2-c]pyrimidin-5(1H)-one). Yields the product C1(CC1)N1CCN2C(N=C(C=C21)OCC2=CC(=C(C=C2)F)F)=O (1-cyclopropyl-7-((3,4-difluorobenzyl)oxy)-2,3-dihydroimidazo[1,2-c]pyrimidin-5(1H)-one). RXN SMILES: [F:1][C:2]1[CH:3]=[C:4]([CH2:9][OH:10])[CH:5]=[CH:6][C:7]=1[F:8].Cl[C:12]1[CH:13]=[C:14]2[N:21]([CH:22]3[CH2:24][CH2:23]3)[CH2:20][CH2:19][N:15]2[C:16](=[O:18])[N:17]=1>>[CH:22]1([N:21]2[C:14]3[N:15]([C:16](=[O:18])[N:17]=[C:12]([O:10][CH2:9][C:4]4[CH:5]=[CH:6][C:7]([F:8])=[C:2]([F:1])[CH:3]=4)[CH:13]=3)[CH2:19][CH2:20]2)[CH2:24][CH2:23]1. Procedure details: The title compound was prepared by a procedure similar to that described for E9 starting from (3,4-difluorophenyl)methanol and 7-chloro-1-cyclopropyl-2,3-dihydroimidazo[1,2-c]pyrimidin-5(1H)-one.